From a dataset of the Open Reaction Database (ORD), a public repository of structured organic reaction records. describe an organic reaction: reactants, conditions, products, and yield Reactants: OC(C(=O)OCC)(CO)CC1=CC=C(C=C1)OC (ethyl 2,3-dihydroxy-2-(4-methoxybenzyl)propanoate), C(C)(=O)OCC (ethyl acetate), O (water), N1=C(C=CC=C1C)C (2,6-lutidine), 1,1,1-trimethylsilyl tri-fluoromethanesulfonate. The solvent is COC(O)OC (dimethoxymethanol). Reaction conditions: time 1 hour. Product: OC(C(=O)OCC)(COCOC)CC1=CC=C(C=C1)OC (Ethyl 2-hydroxy-2-(4-methoxybenzyl)-3-(methoxymethoxy)-propanoate). Reaction SMILES: [OH:1][C:2]([CH2:10][C:11]1[CH:16]=[CH:15][C:14]([O:17][CH3:18])=[CH:13][CH:12]=1)([CH2:8][OH:9])[C:3]([O:5][CH2:6][CH3:7])=[O:4].N1C(C)=CC=CC=1C.[C:27]([O:30][CH2:31]C)(=O)C.O>COC(OC)O>[OH:1][C:2]([CH2:10][C:11]1[CH:16]=[CH:15][C:14]([O:17][CH3:18])=[CH:13][CH:12]=1)([CH2:8][O:9][CH2:27][O:30][CH3:31])[C:3]([O:5][CH2:6][CH3:7])=[O:4]. Reported procedure: A solution of 1.06 g of ethyl 2,3-dihydroxy-2-(4-methoxybenzyl)propanoate in 20 ml of dimethoxymethanol was cooled to 0° C. under an atmosphere of nitrogen gas. 0.94 g of 2,6-lutidine and 1.59 ml of 1,1,1-trimethylsilyl tri-fluoromethanesulfonate were sequentially added, and the mixture was stirred for 1 hour. 100 ml of ethyl acetate and 50 ml of water were added, and the organic layer was washed with 50 ml of brine, dried over magnesium sulfate and evaporated. The residue was purified by silica... The reactants are C(C1=CC=CC=C1)=O (Benzaldehyde), C(C)(=O)O[BH-](OC(C)=O)OC(C)=O.[Na+] (sodium triacetoxyborohydride), C12CC(CC(CC1)N2)NC=2C=C1C=NNC1=CC2 (N-(8-azabicyclo[3.2.1]oct-3-yl)-1H-indazol-5-amine). Run in ClCCl (dichloromethane). Run at time 25 hour. The product is C(C1=CC=CC=C1)N1C2CC(CC1CC2)NC=2C=C1C=NNC1=CC2 (N-(8-benzyl-8-azabicyclo[3.2.1]oct-3-yl)-1H-indazol-5-amine). Isolated yield 52.0%. RXN SMILES: [CH:1](=O)[C:2]1[CH:7]=[CH:6][CH:5]=[CH:4][CH:3]=1.C(O[BH-](OC(=O)C)OC(=O)C)(=O)C.[Na+].[CH:23]12[NH:30][CH:27]([CH2:28][CH2:29]1)[CH2:26][CH:25]([NH:31][C:32]1[CH:33]=[C:34]3[C:38](=[CH:39][CH:40]=1)[NH:37][N:36]=[CH:35]3)[CH2:24]2>ClCCl>[CH2:1]([N:30]1[CH:27]2[CH2:28][CH2:29][CH:23]1[CH2:24][CH:25]([NH:31][C:32]1[CH:33]=[C:34]3[C:38](=[CH:39][CH:40]=1)[NH:37][N:36]=[CH:35]3)[CH2:26]2)[C:2]1[CH:7]=[CH:6][CH:5]=[CH:4][CH:3]=1 |f:1.2|. Reported procedure: Benzaldehyde (37 μl, 0.364 mmol) and sodium triacetoxyborohydride (127 mg, 0.599 mmol) were added to a suspension of the N-(8-azabicyclo[3.2.1]oct-3-yl)-1H-indazol-5-amine (73 mg, 0.301 mmol) obtained in Example 525 in dichloromethane (1 ml), and the resulting mixture was stirred at room temperature for 25 hours. The reaction was terminated by the addition of a saturated aqueous sodium hydrogencarbonate solution, followed by extraction with ethyl acetate. The extract solution was washed with a s... Reactants: O=C([O-])[O-], CC(=O)OC(C)=O, CC1CN(c2ccc3c(n2)-c2sc(-c4ncnn4-c4ccc(F)cc4F)cc2CCO3)CC(C)N1, [K+], [K+], CN(C)C=O, O. RXN SMILES: [C:36](=[O:37])([O-:38])[O-:39].[CH3:42][C:43](=[O:44])[O:45][C:46](=[O:47])[CH3:48].[F:1][c:2]1[c:3](-[n:9]2[n:10][cH:11][n:12][c:13]2-[c:14]2[cH:15][c:16]3[c:22]([s:23]2)-[c:21]2[c:20]([cH:27][cH:26][c:25]([N:28]4[CH2:29][CH:30]([CH3:35])[NH:31][CH:32]([CH3:34])[CH2:33]4)[n:24]2)[O:19][CH2:18][CH2:17]3)[cH:4][cH:5][c:6]([F:8])[cH:7]1.[K+:40].[K+:41].[O:50]=[CH:51][N:52]([CH3:53])[CH3:54].[OH2:49]>>[F:1][c:2]1[c:3](-[n:9]2[n:10][cH:11][n:12][c:13]2-[c:14]2[cH:15][c:16]3[c:22]([s:23]2)-[c:21]2[c:20]([cH:27][cH:26][c:25]([N:28]4[CH2:29][CH:30]([CH3:35])[N:31]([C:43]([CH3:42])=[O:44])[CH:32]([CH3:34])[CH2:33]4)[n:24]2)[O:19][CH2:18][CH2:17]3)[cH:4][cH:5][c:6]([F:8])[cH:7]1. The product is CC(=O)N1C(C)CN(c2ccc3c(n2)-c2sc(-c4ncnn4-c4ccc(F)cc4F)cc2CCO3)CC1C.